From a dataset of the Open Reaction Database (ORD), a public repository of structured organic reaction records. describe an organic reaction: reactants, conditions, products, and yield Starting materials: FC=1C=CC2=C(C(=CO2)C)C1 (5-fluoro-3-methyl-benzofuran), Cl (HCl), [Li]CCCC (nBuLi), C(C)C(CC)C=1C=2N(N=C(C1)C)C(=C(N2)C)I (8-(1-ethyl-propyl)-3-iodo-2,6-dimethyl-imidazo[1,2-b]pyridazine). The reagents and catalysts are [Cl-].[Cl-].[Zn+2] (ZnCl2). Solvent: C1CCOC1 (THF), O (H2O). Run at time 10 minute. Product: C(C)C(CC)C=1C=2N(N=C(C1)C)C(=C(N2)C)C=2OC1=C(C2C)C=C(C=C1)F (8-(1-Ethyl-propyl)-3-(5-fluoro-3-methyl-benzofuran-2-yl)-2,6-dimethyl-imidazo[1,2-b]pyridazine). Isolated yield 53.7%. Reaction SMILES: [F:1][C:2]1[CH:3]=[CH:4][C:5]2[O:9][CH:8]=[C:7]([CH3:10])[C:6]=2[CH:11]=1.[Li]CCCC.[CH2:17]([CH:19]([C:22]1[C:23]2[N:24]([C:29](I)=[C:30]([CH3:32])[N:31]=2)[N:25]=[C:26]([CH3:28])[CH:27]=1)[CH2:20][CH3:21])[CH3:18].Cl>[Cl-].[Cl-].[Zn+2].O.C1COCC1>[CH2:17]([CH:19]([C:22]1[C:23]2[N:24]([C:29]([C:8]3[O:9][C:5]4[CH:4]=[CH:3][C:2]([F:1])=[CH:11][C:6]=4[C:7]=3[CH3:10])=[C:30]([CH3:32])[N:31]=2)[N:25]=[C:26]([CH3:28])[CH:27]=1)[CH2:20][CH3:21])[CH3:18] |f:4.5.6|. Reported procedure: A THF solution (6 mL) of 5-fluoro-3-methyl-benzofuran (187.0 mg, 1.25 mmol) is cooled to −78° C. under N2 then treated with nBuLi (1.6 M in hexane, 1.0 mL, 1.6 mmol). After 10 min at −78° C., ZnCl2 (Aldrich, 0.5 M in THF, 3.0 mL, 1.5 mmol) is added. The resulting mixture is warmed to room temperature and treated with 8-(1-ethyl-propyl)-3-iodo-2,6-dimethyl-imidazo[1,2-b]pyridazine (212.4 mg, 0.62 mmol) and PdCl2(dppf)-CH2Cl2 complex (Aldrich, 60 mg, 0.073 mmol). The mixture is heated to 65° C. fo... The reactants are CC=1OCC(N1)(C)C (2,4,4-trimethyloxazoline), CC(=CCBr)C (3-methyl-2-butenyl bromide), solution, C[O-].[Na+] (sodium methylate). Run in C(Cl)Cl (methylenchloride). Run at temperature 20 celsius, time 12 hour. The product is COC1(OCC(N1CC=C(C)C)(C)C)C (2-methoxy-3-(3-methyl-2-butenyl)-2,4,4-trimethyloxazolidine). The yield is 86.0%. RXN SMILES: [CH3:1][C:2]1[O:3][CH2:4][C:5]([CH3:8])([CH3:7])[N:6]=1.[CH3:9][C:10]([CH3:14])=[CH:11][CH2:12]Br.[CH3:15][O-:16].[Na+]>C(Cl)Cl>[CH3:15][O:16][C:2]1([CH3:1])[N:6]([CH2:12][CH:11]=[C:10]([CH3:14])[CH3:9])[C:5]([CH3:8])([CH3:7])[CH2:4][O:3]1 |f:2.3|. Reported procedure: 226 g (2 mols) of 2,4,4-trimethyloxazoline were dropped at room temperature to 298 g (2 mols) 3-methyl-2-butenyl bromide in 400 ml absolute methylenchloride and were stirred for 12 hours at 20° C. After cooling to 0° C. 400 ml (2 mols) of a 30% solution of sodium methylate were added and the mixture was stirred for a further hour at room temperature. The solution was filtered and after removing off the solvent the residue was distilled. 368 g (1.72 mols, 86%) of 2-methoxy-3-(3-methyl-2-butenyl)-...